Dataset: the Open Reaction Database (ORD), a public repository of structured organic reaction records. Task: describe an organic reaction: reactants, conditions, products, and yield The reactants are aldehyde, NC1=C(C=CC=C1N)O (2,3-Diaminophenol), BrC=1C=C(C=O)C=C(C1OC)OC (3-bromo-4,5-dimethoxybenzaldehyde), C(CC#N)#N (malononitrile), CN(C(C)C)C (Dimethylisopropylamine). Run in C(C)O (ethanol). Product: NC=1OC2=C(C(=CC=C2C(C1C#N)C1=CC(=C(C(=C1)OC)OC)Br)N)N (2,7,8-triamino-4-(3-bromo-4,5-dimethoxy-phenyl)-3-cyano-4H-chromene). The yield is 81.9%. As a reaction SMILES: [Br:1][C:2]1[CH:3]=[C:4]([CH:7]=[C:8]([O:12][CH3:13])[C:9]=1[O:10][CH3:11])[CH:5]=O.[C:14](#[N:18])[CH2:15][C:16]#[N:17].CN(C)C(C)C.[NH2:25][C:26]1[C:31]([NH2:32])=[CH:30][CH:29]=[CH:28][C:27]=1[OH:33]>C(O)C>[NH2:17][C:16]1[O:33][C:27]2[C:28]([CH:5]([C:4]3[CH:7]=[C:8]([O:12][CH3:13])[C:9]([O:10][CH3:11])=[C:2]([Br:1])[CH:3]=3)[C:15]=1[C:14]#[N:18])=[CH:29][CH:30]=[C:31]([NH2:32])[C:26]=2[NH2:25]. Procedure details: A suspension of 3-bromo-4,5-dimethoxybenzaldehyde (1500 g, 6.12 moles, 1.1 eq) and malononitrile (404 g, 6.12 moles, 1.1 eq) in ethanol 99% (12 L, 7 volumes) was stirred at room temperature under N2(g). Dimethylisopropylamine (339 mL, 2.78 moles, 0.5 eq) was added slowly (which caused an exotherm from about 14° C. to about 26° C.) and the reaction mixture was stirred at room temperature for about 2 h under N2(g). The yellow thick suspension was analyzed by HPLC to monitor the appearance of the K...